From a dataset of the Open Reaction Database (ORD), a public repository of structured organic reaction records. describe an organic reaction: reactants, conditions, products, and yield Reactants: CCCCc1ccc(C2CC2C(=O)O)s1, CCCCCC, O=C(Cl)C(=O)Cl. Product: CCCCc1ccc(C2CC2C(=O)Cl)s1. RXN SMILES: [CH2:1]([CH2:2][CH2:3][CH3:4])[c:5]1[cH:6][cH:7][c:8]([CH:10]2[CH:11]([C:13](=[O:14])[OH:15])[CH2:12]2)[s:9]1.[CH3:22][CH2:23][CH2:24][CH2:25][CH2:26][CH3:27].[Cl:16][C:17]([C:18]([Cl:19])=[O:20])=[O:21]>>[CH2:1]([CH2:2][CH2:3][CH3:4])[c:5]1[cH:6][cH:7][c:8]([CH:10]2[CH:11]([C:13](=[O:15])[Cl:16])[CH2:12]2)[s:9]1. The reactants are C(C#C)Br (propargyl bromide), NN1C(=NN(C(C1=O)Cl)C(C)(C)C)S (4-amino-6-chloro-tert.-butyl-3-mercapto-1,2,4-triazin-5-one), [OH-].[Na+] (sodium hydroxide), C1(=CC=CC=C1)C (toluene). Reagents/catalysts: [Br-].C(CCCC)[P+](CCCC)(CCCC)CCCC (pentyltributylphosphonium bromide). Solvent: O (water). Conditions: time 20 hour. Yields the product NN1C(=NN(C(C1=O)Cl)C(C)(C)C)SCC#C (4-amino-6-chloro-tert.-butyl-3-propargylthio-1,2,4-triazin-5-one). Yield: 50.2%. As a reaction SMILES: [CH2:1](Br)[C:2]#[CH:3].[NH2:5][N:6]1[C:11](=[O:12])[CH:10]([Cl:13])[N:9]([C:14]([CH3:17])([CH3:16])[CH3:15])[N:8]=[C:7]1[SH:18].[OH-].[Na+].C1(C)C=CC=CC=1>O.[Br-].C([P+](CCCC)(CCCC)CCCC)CCCC>[NH2:5][N:6]1[C:11](=[O:12])[CH:10]([Cl:13])[N:9]([C:14]([CH3:15])([CH3:17])[CH3:16])[N:8]=[C:7]1[S:18][CH2:3][C:2]#[CH:1] |f:2.3,6.7|. Procedure: 18.6 g (80% stength solution in toluene=0.125 mol) of propargyl bromide and 0.5 g of pentyltributylphosphonium bromide were added to a solution of 23.5 g (0.1 mol) of 4-amino-6-chloro-tert.-butyl-3-mercapto-1,2,4-triazin-5-one and 4.4 g of sodium hydroxide in 40 ml of water. The reaction mixture was stirred for about 20 hours at room temperature, 100 ml of toluene were then added, and the mixture was filtered. The filtrate was washed with 100 ml of water, with 100 ml of 1 N sodium hydroxide solu... Starting materials: FC1=C(C(=CC(=C1)F)F)[N+](=O)[O-] (2,4,6-trifluoronitrobenzene), CNC (N,N-dimethylamine). The solvent is C1CCOC1 (THF), C1CCOC1 (THF). Reaction conditions: temperature 0 celsius, time 45 minute. Product: FC1=C(C(=CC(=C1)F)N(C)C)N (3,5-difluoro N˜1˜,N˜-1˜-dimethylbenzene-1,2-diamine). Yield: 50.0%. As a reaction SMILES: [F:1][C:2]1[CH:7]=[C:6]([F:8])[CH:5]=[C:4](F)[C:3]=1[N+:10]([O-])=O.[CH3:13][NH:14][CH3:15]>C1COCC1>[F:1][C:2]1[CH:7]=[C:6]([F:8])[CH:5]=[C:4]([N:14]([CH3:15])[CH3:13])[C:3]=1[NH2:10]. Procedure details: To a solution of 2,4,6-trifluoronitrobenzene (2.58 g, 0.0145 mol) in THF (20.0 ml) was added a solution of N,N-dimethylamine in THF (8.5 mL of 2M soln) and stirred for 45 min at 0° C. It was then stirred at room temperature for 30 min and concentrated to dryness. The resulting material was dissolved in EtOH (25 mL), added Pd/C (10%, 0.6 g) and hydrogenated at 50 psi for 4 h. The catalyst was removed by filtration, and the filtrate was concentrated to dryness under reduced pressure. The residue w... Starting materials: CC1=C(N=C(O1)C1=CC=CC=C1)COC=1C=C(C=CC1)/C=C/CO ((E)-3-[3-(5-methyl-2-phenyl-4-oxazolylmethoxy)phenyl]-2-propen-1-ol). The reagents and catalysts are [O-2].[O-2].[Mn+4] (manganese dioxide). The product is CC1=C(N=C(O1)C1=CC=CC=C1)COC=1C=C(C=CC1)/C=C/C=O ((E)-3-[3-(5-methyl-2-phenyl-4-oxazolylmethoxy)phenyl]-2-propen-1-al). Reaction SMILES: [CH3:1][C:2]1[O:6][C:5]([C:7]2[CH:12]=[CH:11][CH:10]=[CH:9][CH:8]=2)=[N:4][C:3]=1[CH2:13][O:14][C:15]1[CH:16]=[C:17](/[CH:21]=[CH:22]/[CH2:23][OH:24])[CH:18]=[CH:19][CH:20]=1>[O-2].[O-2].[Mn+4]>[CH3:1][C:2]1[O:6][C:5]([C:7]2[CH:8]=[CH:9][CH:10]=[CH:11][CH:12]=2)=[N:4][C:3]=1[CH2:13][O:14][C:15]1[CH:16]=[C:17](/[CH:21]=[CH:22]/[CH:23]=[O:24])[CH:18]=[CH:19][CH:20]=1 |f:1.2.3|. Reported procedure: According to the method described for Reference Example 34, (E)-3-[3-(5-methyl-2-phenyl-4-oxazolylmethoxy)phenyl]-2-propen-1-ol was subjected to oxidation with activated manganese dioxide to give (E)-3-[3-(5-methyl-2-phenyl-4-oxazolylmethoxy)phenyl]-2-propen-1-al. Recrystallization from ethyl acetate--hexane gave colorless prisms, m.p.103°-104° C. Starting materials: [BH3-]C#N, CCO, CC(N)C(=O)N1CC(Sc2ccccc2)CC1C(=O)O, [Na+], O=C(CCc1ccccc1)C(=O)OCc1ccccc1. Yields the product CC(NC(CCc1ccccc1)C(=O)OCc1ccccc1)C(=O)N1CC(Sc2ccccc2)CC1C(=O)O. As a reaction SMILES: [C:41]([BH3-:42])#[N:43].[CH3:45][CH2:46][OH:47].[NH2:1][CH:2]([CH3:3])[C:4](=[O:5])[N:6]1[CH:7]([C:8](=[O:9])[OH:10])[CH2:11][CH:12]([S:14][c:15]2[cH:16][cH:17][cH:18][cH:19][cH:20]2)[CH2:13]1.[Na+:44].[O:21]=[C:22]([C:23](=[O:24])[O:25][CH2:26][c:27]1[cH:28][cH:29][cH:30][cH:31][cH:32]1)[CH2:33][CH2:34][c:35]1[cH:36][cH:37][cH:38][cH:39][cH:40]1>>[NH:1]([CH:2]([CH3:3])[C:4](=[O:5])[N:6]1[CH:7]([C:8](=[O:9])[OH:10])[CH2:11][CH:12]([S:14][c:15]2[cH:16][cH:17][cH:18][cH:19][cH:20]2)[CH2:13]1)[CH:22]([C:23](=[O:24])[O:25][CH2:26][c:27]1[cH:28][cH:29][cH:30][cH:31][cH:32]1)[CH2:33][CH2:34][c:35]1[cH:36][cH:37][cH:38][cH:39][cH:40]1. The reactants are Cl.N1(CCOCC1)CC(=O)O (2-morpholin-4-ylacetic acid hydrochloride), N[C@H](C(=O)NC1=CC=C(C=C1)OC1=CC=C(C=C1)F)COCC1=CC=C(C=C1)F ((S)-2-amino-3-(4-fluorobenzyloxy)-N-(4-(4-fluorophenoxy)phenyl)propanamide). The product is Compound 210, FC1=CC=C(COC[C@@H](C(=O)NC2=CC=C(C=C2)OC2=CC=C(C=C2)F)NC(CN2CCOCC2)=O)C=C1 ((S)-3-(4-fluorobenzyloxy)-N-(4-(4-fluorophenoxy)phenyl)-2-(2-morpholinoacetamido)propanamide). Isolated yield 55.0%. As a reaction SMILES: Cl.[N:2]1([CH2:8][C:9]([OH:11])=O)[CH2:7][CH2:6][O:5][CH2:4][CH2:3]1.[NH2:12][C@@H:13]([CH2:31][O:32][CH2:33][C:34]1[CH:39]=[CH:38][C:37]([F:40])=[CH:36][CH:35]=1)[C:14]([NH:16][C:17]1[CH:22]=[CH:21][C:20]([O:23][C:24]2[CH:29]=[CH:28][C:27]([F:30])=[CH:26][CH:25]=2)=[CH:19][CH:18]=1)=[O:15]>>[F:40][C:37]1[CH:38]=[CH:39][C:34]([CH2:33][O:32][CH2:31][C@H:13]([NH:12][C:9](=[O:11])[CH2:8][N:2]2[CH2:3][CH2:4][O:5][CH2:6][CH2:7]2)[C:14]([NH:16][C:17]2[CH:22]=[CH:21][C:20]([O:23][C:24]3[CH:29]=[CH:28][C:27]([F:30])=[CH:26][CH:25]=3)=[CH:19][CH:18]=2)=[O:15])=[CH:35][CH:36]=1 |f:0.1|. Reported procedure: Proceeding as in Example 1, but substituting 2-morpholin-4-ylacetic acid hydrochloride and (S)-2-amino-3-(4-fluorobenzyloxy)-N-(4-(4-fluorophenoxy)phenyl)propanamide, gave Compound 210, (S)-3-(4-fluorobenzyloxy)-N-(4-(4-fluorophenoxy)phenyl)-2-(2-morpholinoacetamido)propanamide (60 mg, 55%). 1H-NMR (400 MHz, CDCl3): δ 8.45 (s, 1H), 8.00 (s, 1H), 7.37-7.25 (m, 5H), 7.10-6.90 (m, 7H), 4.79-4.73 (m, 1H), 4.63 (m, 2H), 4.00-3.80 (m, 6H), 3.20-3.10 (s, 2H), 2.60-2.45 (m, 4H). MS (EI) for C28H29F2N3O5... Reactants: IC1=CC=NC=C1 (4-iodopyridine), CN1CC(NCC1)=O (4-methyl-2-piperazinone), [O-]P(=O)([O-])[O-].[K+].[K+].[K+] (K3PO4), N[C@H]1[C@@H](CCCC1)N (1,2-trans-diaminocyclohexane). The reagents and catalysts are [Cu]I (CuI). Solvent: O1CCOCC1 (dioxane). Conditions: temperature 110 celsius. The product is N1=CC=C(C=C1)N1C(CN(CC1)C)=O (1-(pyridin-4-yl)-4-methyl-2-piperazinone). Isolated yield 23.6%. Reaction SMILES: I[C:2]1[CH:7]=[CH:6][N:5]=[CH:4][CH:3]=1.[CH3:8][N:9]1[CH2:14][CH2:13][NH:12][C:11](=[O:15])[CH2:10]1.[O-]P([O-])([O-])=O.[K+].[K+].[K+].N[C@@H]1CCCC[C@H]1N>O1CCOCC1.[Cu]I>[N:5]1[CH:6]=[CH:7][C:2]([N:12]2[CH2:13][CH2:14][N:9]([CH3:8])[CH2:10][C:11]2=[O:15])=[CH:3][CH:4]=1 |f:2.3.4.5|. Procedure details: A mixture of 4-iodopyridine (218 mg, 1.06 mmol), 4-methyl-2-piperazinone (106 mg, 0.929 mmol), K3PO4 (425 mg, 2.00 mmol) and 1,2-trans-diaminocyclohexane (0.050 mL, 0.41 mmol) in anhydrous dioxane (3.0 mL) was degassed with Ar before being charged with CuI (40 mg, 0.21 mmol). The mixture in a sealed tube was heated at 110 ° C. overnight. The mixture was purified by a prep-TLC using MeOH/CH2Cl2 (10/90) as solvents to give 1-(pyridin-4-yl)-4-methyl-2-piperazinone (42 mg). MS 192.5 (M+H).